This data is from the Open Reaction Database (ORD), a public repository of structured organic reaction records. The task is: describe an organic reaction: reactants, conditions, products, and yield Reaction SMILES: C[O:2][C:3]([C:5]1([CH2:11][CH2:12][CH2:13][NH:14][C:15]2[CH:20]=[CH:19][C:18]([N:21]3[CH2:25][CH2:24][C@H:23]([N:26]4[CH2:30][CH2:29][CH2:28][C@@H:27]4[CH3:31])[CH2:22]3)=[CH:17][C:16]=2[F:32])[CH2:10][CH2:9][O:8][CH2:7][CH2:6]1)=O.[Li]CCCC>C1COCC1>[F:32][C:16]1[CH:17]=[C:18]([N:21]2[CH2:25][CH2:24][C@H:23]([N:26]3[CH2:30][CH2:29][CH2:28][C@@H:27]3[CH3:31])[CH2:22]2)[CH:19]=[CH:20][C:15]=1[N:14]1[CH2:13][CH2:12][CH2:11][C:5]2([CH2:10][CH2:9][O:8][CH2:7][CH2:6]2)[C:3]1=[O:2]. Yields the product FC1=C(C=CC(=C1)N1C[C@H](CC1)N1[C@H](CCC1)C)N1C(C2(CCC1)CCOCC2)=O (2-[2-Fluoro-4-((2S,3′S)-2-methyl-[1,3′]bipyrrolidinyl-1′-yl)-phenyl]-9-oxa-2-aza-spiro[5.5]undecan-1-one). The reactants are solution, [Li]CCCC (n-BuLi), heptanes, COC(=O)C1(CCOCC1)CCCNC1=C(C=C(C=C1)N1C[C@H](CC1)N1[C@H](CCC1)C)F (4-{3-[2-Fluoro-4-((2S,3′S)-2-methyl-[1,3′]bipyrrolidinyl-1′-yl)-phenylamino]-propyl}-tetrahydro-pyran-4-carboxylic acid methyl ester). Run at temperature 0 celsius. Procedure: 4-{3-[2-Fluoro-4-((2S,3′S)-2-methyl-[1,3′]bipyrrolidinyl-1′-yl)-phenylamino]-propyl}-tetrahydro-pyran-4-carboxylic acid methyl ester (40 mg, 0.1 mmol, 1 eq) was dissolved in 2 mL of THF and cooled to 0° C., where a 2.5 M solution of n-BuLi in heptanes (0.11 mL, 0.17 mmol, 3 eq) was added drop-wise and the ice bath was removed. After 30 min the reaction mixture was quenched with water, transferred to a separatory funnel and extracted with diethyl ether (2×50 mL). The combined organics were dried ... The solvent is C1CCOC1 (THF). Reactants: ClC1=CC=C(C=C1)CCCC(O)C1=CC=C(C=C1)OCC1=NC2=CC=CC=C2C=C1 (4-(4-chlorophenyl)-1 -[4-(2-quinolylmethoxy)phenyl]butan-1-ol), C(CS)(=O)OCC (ethyl thioglycolate), B(F)(F)F.CCOCC (boron trifluoride etherate). Solvent: C(Cl)Cl (methylene chloride). Reaction conditions: temperature 0 celsius, time 1 hour. Product: C(C)OC(CSC(CCCC1=CC=C(C=C1)Cl)C1=CC=C(C=C1)OCC1=NC2=CC=CC=C2C=C1)=O ({[4-(4-chlorophenyl)-1-(4-[2-quinolinylmethoxy]phenyl)butyl]thio}acetic acid ethyl ester). Yield: 78.8%. Reaction SMILES: [Cl:1][C:2]1[CH:7]=[CH:6][C:5]([CH2:8][CH2:9][CH2:10][CH:11]([C:13]2[CH:18]=[CH:17][C:16]([O:19][CH2:20][C:21]3[CH:30]=[CH:29][C:28]4[C:23](=[CH:24][CH:25]=[CH:26][CH:27]=4)[N:22]=3)=[CH:15][CH:14]=2)O)=[CH:4][CH:3]=1.[C:31]([O:35][CH2:36][CH3:37])(=[O:34])[CH2:32][SH:33].B(F)(F)F.CCOCC>C(Cl)Cl>[CH2:36]([O:35][C:31](=[O:34])[CH2:32][S:33][CH:11]([C:13]1[CH:18]=[CH:17][C:16]([O:19][CH2:20][C:21]2[CH:30]=[CH:29][C:28]3[C:23](=[CH:24][CH:25]=[CH:26][CH:27]=3)[N:22]=2)=[CH:15][CH:14]=1)[CH2:10][CH2:9][CH2:8][C:5]1[CH:6]=[CH:7][C:2]([Cl:1])=[CH:3][CH:4]=1)[CH3:37] |f:2.3|. Reported procedure: To a mixture of 4-(4-chlorophenyl)-1 -[4-(2-quinolylmethoxy)phenyl]butan-1-ol from Example 2 (830 mg; 2 mmol) and ethyl thioglycolate (0.283 ml; 2.5 mmol) in methylene chloride (20 ml) at 0° C. was added boron trifluoride etherate (0.62 ml; 5 mmol) dropwise. The resulting mixture was stirred at 0° C. for 1 h and at room temperature for 1 h. After the mixture was concentrated in vacuo and the residue was purified by chromatography (silica gel; hexane-ethyl acetate 3:1) to afford 820 mg of {[4-(4-... Starting materials: CC(=O)Cl, CO, O=C(O)Cc1ccccc1Sc1cccc(Oc2ccccc2)c1. Yields the product COC(=O)Cc1ccccc1Sc1cccc(Oc2ccccc2)c1. As a reaction SMILES: [CH3:25][C:26](=[O:27])[Cl:28].[CH3:29][OH:30].[O:1]([c:2]1[cH:3][cH:4][cH:5][cH:6][cH:7]1)[c:8]1[cH:9][c:10]([S:14][c:15]2[c:16]([CH2:21][C:22](=[O:23])[OH:24])[cH:17][cH:18][cH:19][cH:20]2)[cH:11][cH:12][cH:13]1>>[O:1]([c:2]1[cH:3][cH:4][cH:5][cH:6][cH:7]1)[c:8]1[cH:9][c:10]([S:14][c:15]2[c:16]([CH2:21][C:22](=[O:23])[O:24][CH3:25])[cH:17][cH:18][cH:19][cH:20]2)[cH:11][cH:12][cH:13]1. The reactants are C(C=C)C1=CC=CC=C1 (allylbenzene), [N+](=O)([O-])CC(=O)OCC (ethyl 2-nitroacetate), C1CN2CCN1CC2 (1,4-diazobicyclo[2.2.2]octane). The solvent is C(C)O (ethanol). Conditions: temperature 80 celsius. Yields the product C(C1=CC=CC=C1)C1CC(=NO1)C(=O)OCC (ethyl 5-benzyl-4,5-dihydroisoxazole-3-carboxylate). Isolated yield 84.3%. Reaction SMILES: [CH2:1]([C:4]1[CH:9]=[CH:8][CH:7]=[CH:6][CH:5]=1)[CH:2]=[CH2:3].[N+:10]([CH2:13][C:14]([O:16][CH2:17][CH3:18])=[O:15])([O-])=[O:11].C1N2CCN(CC2)C1>C(O)C>[CH2:1]([CH:2]1[O:11][N:10]=[C:13]([C:14]([O:16][CH2:17][CH3:18])=[O:15])[CH2:3]1)[C:4]1[CH:9]=[CH:8][CH:7]=[CH:6][CH:5]=1. Procedure: To a mixture of allylbenzene (0.73 mL; 5.39 mmol) and ethyl 2-nitroacetate (1.53 mL; 13.48 mmol) in ethanol (12 mL) in an Ace pressure tube was added 1,4-diazobicyclo[2.2.2]octane (DABCO, 0.106 g; 0.92 mmol). The tube was heated at 80° C. for 60 h. The mixture was evaporated. The flash chromatography on silica gel (eluent: 15 to 100% of dichloromethane in heptane) of the residue provided 1.06 g (85%) of ethyl 5-benzyl-4,5-dihydroisoxazole-3-carboxylate as an oil. The product is COc1ccc([N+](=O)[O-])c(NCC(O)CNC(=O)OC(C)(C)C)n1. Reactants: CC(C)(C)OC(=O)NCC(O)CN, COc1ccc([N+](=O)[O-])c(Cl)n1. RXN SMILES: [C:13]([CH3:14])([CH3:15])([CH3:16])[O:17][C:18]([NH:19][CH2:20][CH:21]([CH2:22][NH2:23])[OH:24])=[O:25].[Cl:1][c:2]1[n:3][c:4]([O:11][CH3:12])[cH:5][cH:6][c:7]1[N+:8](=[O:9])[O-:10]>>[c:2]1([NH:23][CH2:22][CH:21]([CH2:20][NH:19][C:18]([O:17][C:13]([CH3:14])([CH3:15])[CH3:16])=[O:25])[OH:24])[n:3][c:4]([O:11][CH3:12])[cH:5][cH:6][c:7]1[N+:8](=[O:9])[O-:10]. Starting materials: C1CCOC1, CC#N, COC(=O)C1(C(F)(F)F)CC1, [H-], [Na+]. Yields the product N#CCC(=O)C1(C(F)(F)F)CC1. As a reaction SMILES: [CH2:17]1[O:18][CH2:19][CH2:20][CH2:21]1.[CH3:14][C:15]#[N:16].[F:3][C:4]([C:5]1([C:8](=[O:9])[O:10][CH3:11])[CH2:6][CH2:7]1)([F:12])[F:13].[H-:2].[Na+:1]>>[F:3][C:4]([C:5]1([C:8](=[O:9])[CH2:14][C:15]#[N:16])[CH2:6][CH2:7]1)([F:12])[F:13]. Starting materials: [Cl-].[Al+3].[Cl-].[Cl-] (Aluminum chloride), Cl (hydrochloric acid), S(=O)(Cl)Cl (Thionyl chloride), ClC1=C(C(=O)O)C=CC(=C1)[N+](=O)[O-] (2-chloro-4-nitrobenzoic acid), Cl (hydrogen chloride). The solvent is C1=CC=CC=C1 (benzene). Conditions: temperature 80 celsius. Yields the product ClC1=C(C(=O)C2=CC=CC=C2)C=CC(=C1)[N+](=O)[O-] (2-Chloro-4-nitrobenzophenone). RXN SMILES: S(Cl)(Cl)=O.[Cl:5][C:6]1[CH:14]=[C:13]([N+:15]([O-:17])=[O:16])[CH:12]=[CH:11][C:7]=1[C:8]([OH:10])=O.Cl.[Cl-].[Al+3].[Cl-].[Cl-]>C1C=CC=CC=1>[Cl:5][C:6]1[CH:14]=[C:13]([N+:15]([O-:17])=[O:16])[CH:12]=[CH:11][C:7]=1[C:8]([C:6]1[CH:14]=[CH:13][CH:12]=[CH:11][CH:7]=1)=[O:10] |f:3.4.5.6|. Procedure details: Thionyl chloride (35.8 grams, 0.305 mole) was added to a benzene solution of 2-chloro-4-nitrobenzoic acid (60.3 grams, 0.3 mole) and the mixture heated to reflux during 5 hours until the evolution of hydrogen chloride had ceased. Aluminum chloride (100 grams, 0.72 mole) was added slowly to the stirred solution during a 3.5 hour period and the temperature rose to 48° C. After the addition, the mixture was warmed to 80° C. for 2 hours, cooled, poured onto ice-water (one liter), concentrated hydroc... Starting materials: [N+](=O)([O-])C=1C=CC(=C(C1)OC)C1=CC=CC=C1 (5-nitro 2-phenyl anisole), [H][H] (hydrogen). The reagents and catalysts are [Pd] (palladium on charcoal). Solvent: C(C)(=O)OCC (ethyl acetate). Yields the product COC=1C=C(N)C=CC1C1=CC=CC=C1 (3-methoxy4-phenyl aniline). The yield is 99.0%. RXN SMILES: [N+:1]([C:4]1[CH:5]=[CH:6][C:7]([C:12]2[CH:17]=[CH:16][CH:15]=[CH:14][CH:13]=2)=[C:8]([O:10][CH3:11])[CH:9]=1)([O-])=O.[H][H]>[Pd].C(OCC)(=O)C>[CH3:11][O:10][C:8]1[CH:9]=[C:4]([CH:5]=[CH:6][C:7]=1[C:12]1[CH:13]=[CH:14][CH:15]=[CH:16][CH:17]=1)[NH2:1]. Procedure: 2.6 g of 10% by weight of palladium on charcoal is added to a solution of 11.2 g of the product obtained in Stage A in 150 ml of ethyl acetate. The suspension obtained is agitated under 1.3 atmospheres of hydrogen. After the absorption of hydrogen has stopped, the reaction medium is returned to normal atmospheric pressure, followed by filtration and evaporation under reduced pressure in order to obtain 9.64 g of sought product melting at 56° C. The reactants are Cc1cccc(-c2nc(C(F)(F)F)[nH]c2-c2ccc3c(c2)n(C)c(=O)n3CC(C)C)c1, [NH4+], [OH-]. Yields the product Cc1cccc(-c2nc(C#N)[nH]c2-c2ccc3c(c2)n(C)c(=O)n3CC(C)C)c1. Reaction SMILES: [CH2:1]([CH:2]([CH3:3])[CH3:4])[n:5]1[c:6](=[O:31])[n:7]([CH3:30])[c:8]2[c:9]1[cH:10][cH:11][c:12](-[c:14]1[nH:15][c:16]([C:26]([F:27])([F:28])[F:29])[n:17][c:18]1-[c:19]1[cH:20][c:21]([CH3:25])[cH:22][cH:23][cH:24]1)[cH:13]2.[NH4+:32].[OH-:33]>>[CH2:1]([CH:2]([CH3:3])[CH3:4])[n:5]1[c:6](=[O:31])[n:7]([CH3:30])[c:8]2[c:9]1[cH:10][cH:11][c:12](-[c:14]1[nH:15][c:16]([C:26]#[N:32])[n:17][c:18]1-[c:19]1[cH:20][c:21]([CH3:25])[cH:22][cH:23][cH:24]1)[cH:13]2.